Dataset: the Open Reaction Database (ORD), a public repository of structured organic reaction records. Task: describe an organic reaction: reactants, conditions, products, and yield Starting materials: S(=O)(=O)([O-])[O-].[Mg+2] (Magnesium sulfate), N1CCCC1 (pyrrolidine), C(C)O (ethanol), C=O (formaldehyde), C[O-].[Na+] (sodium methoxide), C[O-].[Na+] (sodium methoxide), [OH-].[Na+] (sodium hydroxide), Cl.N12CC(C(CC1)CC2)=O (quinuclidine-3-one hydrochloride), C(C)O (ethanol), Cl.NO (hydroxylamine hydrochloride). The solvent is CCOCC (ether). Product: N1(CCCC1)CC1N2CCC(C1=NO)CC2 (2-(1-Pyrrolidinylmethyl)-1-azabicyclo[2.2.2]octan-3-one oxime). The yield is 36.0%. RXN SMILES: Cl.[N:2]12[CH2:9][CH2:8][CH:5]([CH2:6][CH2:7]1)[C:4](=O)[CH2:3]2.[OH-:11].[Na+].[NH:13]1[CH2:17]C[CH2:15][CH2:14]1.C=O.S([O-])([O-])(=O)=O.[Mg+2].Cl.[NH2:27]O.C[O-].[Na+].[CH2:32](O)[CH3:33]>CCOCC>[N:13]1([CH2:17][CH:3]2[C:4](=[N:27][OH:11])[CH:5]3[CH2:8][CH2:9][N:2]2[CH2:7][CH2:6]3)[CH2:33][CH2:32][CH2:15][CH2:14]1 |f:0.1,2.3,6.7,8.9,10.11|. Procedure: A suspension of quinuclidine-3-one hydrochloride (16.2 g, 0.1 mole) in 95% ethanol (25 ml) was treated with 50% sodium hydroxide (8.0 g, 0.1 mole) and stirred until homogeneous. In a separate reactor a cooled (0° C.) solution of pyrrolidine (10.7 g, 0.15 mole) in 95% ethanol (25 ml) was treated dropwise with 37% aqueous formaldehyde (11.5 ml, 0.15 mole), and the solution was stirred at 25° C. for 30 minutes. The two solutions were combined and the mixture was refluxed for 4 hours, cooled, and ad...